This data is from the Open Reaction Database (ORD), a public repository of structured organic reaction records. The task is: describe an organic reaction: reactants, conditions, products, and yield Reactants: CC(C)NS(=O)(=O)C1=CC=C(C=C1)B(O)O ((4-{[(1-methylethyl)amino]sulfonyl}phenyl)boronic acid), BrC1=CC=C(C=C1)OCC1CCN(CC1)C(=O)OC(C)C (1-methylethyl 4-{[(4-bromophenyl)oxy]methyl}-1-piperidinecarboxylate). Product: CC(C)NS(=O)(=O)C1=CC=C(C=C1)C1=CC=C(C=C1)OCC1CCN(CC1)C(=O)OC(C)C (1-Methylethyl 4-{[(4′-{[(1-methylethyl)amino]sulfonyl}-4-biphenylyl)oxy]methyl}-1-piperidinecarboxylate). Yield: 9.9%. RXN SMILES: [CH3:1][CH:2]([NH:4][S:5]([C:8]1[CH:13]=[CH:12][C:11](B(O)O)=[CH:10][CH:9]=1)(=[O:7])=[O:6])[CH3:3].Br[C:18]1[CH:23]=[CH:22][C:21]([O:24][CH2:25][CH:26]2[CH2:31][CH2:30][N:29]([C:32]([O:34][CH:35]([CH3:37])[CH3:36])=[O:33])[CH2:28][CH2:27]2)=[CH:20][CH:19]=1>>[CH3:1][CH:2]([NH:4][S:5]([C:8]1[CH:13]=[CH:12][C:11]([C:18]2[CH:19]=[CH:20][C:21]([O:24][CH2:25][CH:26]3[CH2:27][CH2:28][N:29]([C:32]([O:34][CH:35]([CH3:37])[CH3:36])=[O:33])[CH2:30][CH2:31]3)=[CH:22][CH:23]=2)=[CH:10][CH:9]=1)(=[O:7])=[O:6])[CH3:3]. Procedure: The title compound (9.4 mg, 8%) was prepared from (4-{[(1-methylethyl)amino]sulfonyl}phenyl)boronic acid (49 mg, 0.2 mmol) and 1-methylethyl 4-{[(4-bromophenyl)oxy]methyl}-1-piperidinecarboxylate (prepared as in Example 9, Step 2, 71 mg, 0.2 mmol) in a manner similar to Example 21, Step 3, and worked up in a manner similar to Example 9, Step 3. 1H NMR (400 MHz, CDCl3): δ 7.89 (d, 2H, J=8.6 Hz), 7.66 (d, 2H, J=8.6 Hz), 7.54 (d, 2H, J=8.9 Hz), 6.98 (d, 2H, J=8.8 Hz), 4.97-4.87 (m, 1H), 4.28-4.18 (... Starting materials: C(=O)C1C(C1)C(=O)OCC (ethyl 2-formyl-1-cyclopropanecarboxylate), [NH+]1=CC=CC=C1 (pyridinium), CN(C)C=O (DMF). Reaction conditions: time 15 hour. The product is [C@@H]1([C@@H](C1)C(=O)O)C(=O)OCC (trans-ethyl hydrogen cyclopropane-1,2-dicarboxylate). Reaction SMILES: [CH:1]([CH:3]1[CH2:5][CH:4]1[C:6]([O:8][CH2:9][CH3:10])=[O:7])=[O:2].[NH+]1C=CC=CC=1.CN(C=[O:21])C>>[C@@H:4]1([C:6]([O:8][CH2:9][CH3:10])=[O:7])[CH2:5][C@H:3]1[C:1]([OH:21])=[O:2]. Procedure details: A solution of ethyl 2-formyl-1-cyclopropanecarboxylate (6.465 g, 45.5 mmol) in dry DMF (25 ml) was treated with solid pyridinium dichromate1 (34.23 g, 90.92 mmol, added in ~5 g portions, addition time of 15 min). The resulting mixture was stirred at room temperature for 15 h. After dilution with water (200 ml), the mixture was extracted with ether (5×20 ml) and the combined organic extracts were washed with 1N HCl and brine. The organic phase was then extracted with saturated NaHCO3 (4×20 ml). T... Starting materials: C(C=C)(=O)N (acrylamide), C=CC(=O)NCO (N-MAM). Yields the product C(C=C)(=O)N.C=CC(=O)NCO (AM N-MAM). As a reaction SMILES: [C:1]([NH2:5])(=[O:4])[CH:2]=[CH2:3].[CH2:6]=[CH:7][C:8]([NH:10][CH2:11][OH:12])=[O:9]>>[C:1]([NH2:5])(=[O:4])[CH:2]=[CH2:3].[CH2:6]=[CH:7][C:8]([NH:10][CH2:11][OH:12])=[O:9] |f:2.3|. Procedure: A copolymer was prepared as in Example 1, but feeding an aqueous blend of acrylamide (AM) and N-MAM to a heel to yield poly(AM/N-MAM) 1:4 molar ratio.